Dataset: the Open Reaction Database (ORD), a public repository of structured organic reaction records. Task: describe an organic reaction: reactants, conditions, products, and yield Reactants: O=S(=O)(Cl)c1cc(Br)c(Cl)s1, CC1(C)CC(=O)c2sc(N)nc2C1. The product is CC1(C)CC(=O)c2sc(NS(=O)(=O)c3cc(Br)c(Cl)s3)nc2C1. Reaction SMILES: [Br:14][c:15]1[cH:16][c:17]([S:21](=[O:22])(=[O:23])[Cl:24])[s:18][c:19]1[Cl:20].[NH2:1][c:2]1[s:3][c:4]2[c:5]([n:6]1)[CH2:7][C:8]([CH3:12])([CH3:13])[CH2:9][C:10]2=[O:11]>>[NH:1]([c:2]1[s:3][c:4]2[c:5]([n:6]1)[CH2:7][C:8]([CH3:12])([CH3:13])[CH2:9][C:10]2=[O:11])[S:21]([c:17]1[cH:16][c:15]([Br:14])[c:19]([Cl:20])[s:18]1)(=[O:22])=[O:23]. Starting materials: step-iii, C(C1=CC=CC=C1)N1N=CC(=C1)C1=CN(C2=NC=C(C=C21)C=2C=C(C=CC2)NS(=O)(=O)C)S(=O)(=O)C2=CC=C(C)C=C2 (N-(3-(3-(1-benzyl-1H-pyrazol-4-yl)-1-tosyl-1H-pyrrolo[2,3-b]pyridin-5-yl)phenyl)methanesulfonamide), [OH-].[Li+] (lithium hydroxide). Run in CO.O.C1CCOC1 (methanol water THF). The product is C(C1=CC=CC=C1)N1N=CC(=C1)C1=CNC2=NC=C(C=C21)C=2C=C(C=CC2)NS(=O)(=O)C (N-(3-(3-(1-benzyl-1H-pyrazol-4-yl)-1H-pyrrolo[2,3-b]pyridin-5-yl)phenyl) methane sulfonamide). The yield is 9.0%. RXN SMILES: [CH2:1]([N:8]1[CH:12]=[C:11]([C:13]2[C:21]3[C:16](=[N:17][CH:18]=[C:19]([C:22]4[CH:23]=[C:24]([NH:28][S:29]([CH3:32])(=[O:31])=[O:30])[CH:25]=[CH:26][CH:27]=4)[CH:20]=3)[N:15](S(C3C=CC(C)=CC=3)(=O)=O)[CH:14]=2)[CH:10]=[N:9]1)[C:2]1[CH:7]=[CH:6][CH:5]=[CH:4][CH:3]=1.[OH-].[Li+]>CO.O.C1COCC1>[CH2:1]([N:8]1[CH:12]=[C:11]([C:13]2[C:21]3[C:16](=[N:17][CH:18]=[C:19]([C:22]4[CH:23]=[C:24]([NH:28][S:29]([CH3:32])(=[O:31])=[O:30])[CH:25]=[CH:26][CH:27]=4)[CH:20]=3)[NH:15][CH:14]=2)[CH:10]=[N:9]1)[C:2]1[CH:7]=[CH:6][CH:5]=[CH:4][CH:3]=1 |f:1.2,3.4.5|. Reported procedure: Using similar reaction conditions as described in step-iii of example-1, N-(3-(3-(1-benzyl-1H-pyrazol-4-yl)-1-tosyl-1H-pyrrolo[2,3-b]pyridin-5-yl)phenyl)methanesulfonamide (60 mg, 0.1 mmol) was hydrolyzed by lithium hydroxide (9 mg, 0.2 mmol) in methanol/water/THF (1/1/1 ml) which afforded 4 mg (9% yield) after purification by preparative TLC (silicagel-1000 micron) using 5% methanol in chloroform as eluent. 1H NMR (DMSO-d6, 300 MHz): δ 8.46-8.45 (d, 1H), 8.34-8.33 (d, 1H), 8.14 (s, 1H), 7.9 (s,... Starting materials: ClC1=NC=C(C(=C1)OC)Cl (2,5-dichloro-4-methoxy-pyridine), B1(OB(OB(O1)C=C)C=C)C=C.C1=CC=NC=C1 (2,4,6-trivinylcyclotriboroxane pyridine complex), C(=O)([O-])[O-].[K+].[K+] (K2CO3). The reagents and catalysts are C=1C=CC(=CC1)[P](C=2C=CC=CC2)(C=3C=CC=CC3)[Pd]([P](C=4C=CC=CC4)(C=5C=CC=CC5)C=6C=CC=CC6)([P](C=7C=CC=CC7)(C=8C=CC=CC8)C=9C=CC=CC9)[P](C=1C=CC=CC1)(C=1C=CC=CC1)C=1C=CC=CC1 (Pd(PPh3)4). The solvent is COCCOC (DME), CC(OCC)=O (EA). Conditions: temperature 80 celsius, time 18 hour. Product: ClC=1C(=CC(=NC1)C=C)OC (5-chloro-4-methoxy-2-vinyl-pyridine). The yield is 57.8%. Reaction SMILES: Cl[C:2]1[CH:7]=[C:6]([O:8][CH3:9])[C:5]([Cl:10])=[CH:4][N:3]=1.B1(C=C)OB([CH:17]=[CH2:18])OB(C=C)O1.C1C=CN=CC=1.C([O-])([O-])=O.[K+].[K+]>COCCOC.CC(=O)OCC.C1C=CC([P]([Pd]([P](C2C=CC=CC=2)(C2C=CC=CC=2)C2C=CC=CC=2)([P](C2C=CC=CC=2)(C2C=CC=CC=2)C2C=CC=CC=2)[P](C2C=CC=CC=2)(C2C=CC=CC=2)C2C=CC=CC=2)(C2C=CC=CC=2)C2C=CC=CC=2)=CC=1>[Cl:10][C:5]1[C:6]([O:8][CH3:9])=[CH:7][C:2]([CH:17]=[CH2:18])=[N:3][CH:4]=1 |f:1.2,3.4.5,^1:50,52,71,90|. Reported procedure: To a solution of 2,5-dichloro-4-methoxy-pyridine (730 mg, 4.10 mmol) in DME (16 mL), 2,4,6-trivinylcyclotriboroxane pyridine complex (987 mg, 4.10 mmol) followed by 2 M aq. K2CO3 solution (4 mL) is added. The solution is degassed and put under argon before Pd(PPh3)4 (95 mg, 82 μmol) is added. The mixture is stirred for 18 h at 80° C. The mixture is cooled to rt, diluted with EA (200 mL) and washed with water and sat. aq. NaHCO3 solution. The org. extract is dried over MgSO4, filtered and concent...